From a dataset of the Open Reaction Database (ORD), a public repository of structured organic reaction records. describe an organic reaction: reactants, conditions, products, and yield The reactants are C1(CCCCC1)N=C=NC1CCCCC1 (N,N'-dicyclohexylcarbodiimide), C(=O)C1=CC=C(C=C1)C1=CC=C(C=C1)OCCCCCCCCO (4-formyl-4'-(8-hydroxyoctyloxy)biphenyl), C(C=C)(=O)O (acrylic acid). The reagents and catalysts are CN(C1=CC=NC=C1)C (4-(dimethylamino)pyridine). Solvent: ClCCl (dichloromethane). Conditions: time 8 hour. Product: C(=O)C1=CC=C(C=C1)C1=CC=C(C=C1)OCCCCCCCCOC(C=C)=O (4-formyl-4'-(8-acryloyloxyoctyloxy)biphenyl). Isolated yield 56.4%. RXN SMILES: C1(N=C=NC2CCCCC2)CCCCC1.[CH:16]([C:18]1[CH:23]=[CH:22][C:21]([C:24]2[CH:29]=[CH:28][C:27]([O:30][CH2:31][CH2:32][CH2:33][CH2:34][CH2:35][CH2:36][CH2:37][CH2:38][OH:39])=[CH:26][CH:25]=2)=[CH:20][CH:19]=1)=[O:17].[C:40](O)(=[O:43])[CH:41]=[CH2:42]>CN(C)C1C=CN=CC=1.ClCCl>[CH:16]([C:18]1[CH:23]=[CH:22][C:21]([C:24]2[CH:29]=[CH:28][C:27]([O:30][CH2:31][CH2:32][CH2:33][CH2:34][CH2:35][CH2:36][CH2:37][CH2:38][O:39][C:40](=[O:43])[CH:41]=[CH2:42])=[CH:26][CH:25]=2)=[CH:20][CH:19]=1)=[O:17]. Procedure: 2.9 g of N,N'-dicyclohexylcarbodiimide were added within 5 minutes while stirring to a solution of 3.8 g of 4-formyl-4'-(8-hydroxyoctyloxy)biphenyl, 0.9 g of acrylic acid and 0.05 g of 4-(dimethylamino)pyridine in 25 ml of dichloromethane. The reaction mixture was stirred overnight, filtered and then concentrated. Chromatography of the residue on silica gel with hexane/ethyl acetate (vol. 8:2) and recrystallization from ethyl alcohol of the fractions which were pure according to thin-layer chrom... Reactants: ClC(=O)OCC1C2=CC=CC=C2C=2C=CC=CC12 (9-Fluorenylmethyl chloroformate), NO (amino alcohol), C(=O)([O-])[O-].[Na+].[Na+] (Na2CO3), C1CCOC1 (THF). The solvent is O.O (water H2O). Conditions: time 2 hour. Yields the product C(C=C)C(OC(=O)O)C1C2=CC=CC=C2C2=CC=CC=C12 (Allyl Fmoc Alcohol). Yield: 68.0%. As a reaction SMILES: Cl[C:2]([O:4][CH2:5][CH:6]1[C:18]2[CH:17]=[CH:16][CH:15]=[CH:14][C:13]=2[C:12]2[C:7]1=[CH:8][CH:9]=[CH:10][CH:11]=2)=[O:3].N[OH:20].C([O-])([O-])=O.[Na+].[Na+].[CH2:27]1[CH2:31]OC[CH2:28]1>O.O>[CH2:31]([CH:5]([CH:6]1[C:18]2[C:13](=[CH:14][CH:15]=[CH:16][CH:17]=2)[C:12]2[C:7]1=[CH:8][CH:9]=[CH:10][CH:11]=2)[O:4][C:2]([OH:20])=[O:3])[CH:27]=[CH2:28] |f:2.3.4,6.7|. Procedure details: 9-Fluorenylmethyl chloroformate (5.65 g, 0.022 mol) was added portionwise to a stirred solution of the amino alcohol 4 (7.5 g, 0.02 mol) and Na2CO3 (5.26 g, 0.05 mol) in a mixture of THF (150 ml) and water H2O (150 ml) at 0° C. The reaction mixture was allowed to return to room temperature, stirred for a further 2 h, and then extracted with EtOAc (3×50 ml). The combined organic phase was washed with H2O (3×50 ml) and brine (3×25 ml), dried over magnesium sulphate and evaporated in vacuo to give ... Reactants: CCCC(=CC=CC(=O)OC)c1ccc(OC)cc1, CO, CCCCCC, CC(C)O, [Na+], [OH-]. Product: CCCC(=CC=CC(=O)O)c1ccc(OC)cc1. As a reaction SMILES: [CH3:1][O:2][C:3]([CH:4]=[CH:5][CH:6]=[C:7]([CH2:8][CH2:9][CH3:10])[c:11]1[cH:12][cH:13][c:14]([O:17][CH3:18])[cH:15][cH:16]1)=[O:19].[CH3:20][OH:21].[CH3:24][CH2:25][CH2:26][CH2:27][CH2:28][CH3:29].[CH3:30][CH:31]([OH:32])[CH3:33].[Na+:23].[OH-:22]>>[O:2]=[C:3]([CH:4]=[CH:5][CH:6]=[C:7]([CH2:8][CH2:9][CH3:10])[c:11]1[cH:12][cH:13][c:14]([O:17][CH3:18])[cH:15][cH:16]1)[OH:19]. Starting materials: [NH4+].[Cl-] (NH4Cl), CCN(C(C)C)C(C)C (DIPEA), BrCCC(=O)OC (methyl 3-bromopropanoate), FC1=CC(=C(C=C1)C1=C(C=NC=C1)N(C(C1=CC(=CC(=C1)C(F)(F)F)S)=O)C)OC (N-(4-(4-fluoro-2-methoxyphenyl)pyridin-3-yl)-3-mercapto-N-methyl-5-(trifluoromethyl)benzamide). The solvent is CCOC(=O)C (EtOAc), C(C)#N (acetonitrile). Run at time 2.25 hour. The product is COC(CCSC1=CC(=CC(=C1)C(F)(F)F)C(N(C)C=1C=NC=CC1C1=C(C=C(C=C1)F)OC)=O)=O (3-(3-{[4-(4-Fluoro-2-methoxy-phenyl)-pyridin-3-yl]-methyl-carbamoyl}-5-trifluoromethyl-phenylsulfanyl)-propionic acid methyl ester). RXN SMILES: [F:1][C:2]1[CH:7]=[CH:6][C:5]([C:8]2[CH:13]=[CH:12][N:11]=[CH:10][C:9]=2[N:14]([CH3:28])[C:15](=[O:27])[C:16]2[CH:21]=[C:20]([C:22]([F:25])([F:24])[F:23])[CH:19]=[C:18]([SH:26])[CH:17]=2)=[C:4]([O:29][CH3:30])[CH:3]=1.CCN(C(C)C)C(C)C.Br[CH2:41][CH2:42][C:43]([O:45][CH3:46])=[O:44].[NH4+].[Cl-]>C(#N)C.CCOC(C)=O>[CH3:46][O:45][C:43](=[O:44])[CH2:42][CH2:41][S:26][C:18]1[CH:19]=[C:20]([C:22]([F:25])([F:24])[F:23])[CH:21]=[C:16]([C:15](=[O:27])[N:14]([C:9]2[CH:10]=[N:11][CH:12]=[CH:13][C:8]=2[C:5]2[CH:6]=[CH:7][C:2]([F:1])=[CH:3][C:4]=2[O:29][CH3:30])[CH3:28])[CH:17]=1 |f:3.4|. Procedure: To a suspension of N-(4-(4-fluoro-2-methoxyphenyl)pyridin-3-yl)-3-mercapto-N-methyl-5-(trifluoromethyl)benzamide (0.2 g, 458 μmol, example 216, intermediate a) in acetonitrile (4 mL) were added DIPEA (118 mg, 160 μL, 917 μmol) and methyl 3-bromopropanoate (91.8 mg, 60.0 μL, 550 μmol) and the clear and colorless solution was stirred at room temperature for 2.25 hours. The reaction mixture was poured on saturated aqueous NH4Cl solution and EtOAc and the layers were separated. The aqueous layer was... The reactants are FC1=C(C=C(C=C1)C)NC1=C(C=NC=2N1N=CC2C(=O)O)C(=O)N2CCC(CC2)C2=CC=C(C=C2)F (7-(2-Fluoro-5-methylphenylamino)-6-[4-(4-fluorophenyl)piperidine-1-carbonyl]pyrazolo[1,5-a]pyrimidine-3-carboxylic acid), C1(CC1)S(=O)(=O)N (cyclopropanesulfonamide). Yields the product FC1=C(C=C(C=C1)C)NC1=C(C=NC=2N1N=CC2C(=O)NS(=O)(=O)C2CC2)C(=O)N2CCC(CC2)C2=CC=C(C=C2)F (N-{7-(2-Fluoro-5-methylphenylamino)-6-[4-(4-fluorophenyl)piperidine-1-carbonyl]pyrazolo[1,5-a]pyrimidine-3-carbonyl}cyclopropanesulfonamide). Isolated yield 54.1%. RXN SMILES: [F:1][C:2]1[CH:7]=[CH:6][C:5]([CH3:8])=[CH:4][C:3]=1[NH:9][C:10]1[N:15]2[N:16]=[CH:17][C:18]([C:19](O)=[O:20])=[C:14]2[N:13]=[CH:12][C:11]=1[C:22]([N:24]1[CH2:29][CH2:28][CH:27]([C:30]2[CH:35]=[CH:34][C:33]([F:36])=[CH:32][CH:31]=2)[CH2:26][CH2:25]1)=[O:23].[CH:37]1([S:40]([NH2:43])(=[O:42])=[O:41])[CH2:39][CH2:38]1>>[F:1][C:2]1[CH:7]=[CH:6][C:5]([CH3:8])=[CH:4][C:3]=1[NH:9][C:10]1[N:15]2[N:16]=[CH:17][C:18]([C:19]([NH:43][S:40]([CH:37]3[CH2:39][CH2:38]3)(=[O:42])=[O:41])=[O:20])=[C:14]2[N:13]=[CH:12][C:11]=1[C:22]([N:24]1[CH2:29][CH2:28][CH:27]([C:30]2[CH:35]=[CH:34][C:33]([F:36])=[CH:32][CH:31]=2)[CH2:26][CH2:25]1)=[O:23]. Procedure details: In the same manner as in Example 1, step 6 and using 7-(2-fluoro-5-methylphenylamino)-6-[4-(4- fluorophenyl)piperidine-1-carbonyl]pyrazolo[1,5-a]pyrimidine-3-carboxylic acid (68 mg, 0.14 mmol) obtained in Example 81, step 4 and cyclopropanesulfonamide (84 mg, 0.69 mmol), the title compound (45 mg, 55%) was obtained.